This data is from the Open Reaction Database (ORD), a public repository of structured organic reaction records. The task is: describe an organic reaction: reactants, conditions, products, and yield Reactants: C(C)(=O)O (acetic acid), C(C)(C)(C)N1N=CC(=C(C1=O)SC)[N+](=O)[O-] (2-tert-butyl-4-methylthio-5-nitropyridazin-3-(2H)-one), reduced iron. The solvent is C(C)(=O)OCC (ethyl acetate). Run at temperature 65 celsius. The product is NC1=C(C(N(N=C1)C(C)(C)C)=O)SC (5-amino-2-tert-butyl-4-methylthiopyridazin-3-(2H)-one). Yield: 78.7%. As a reaction SMILES: C(O)(=O)C.[C:5]([N:9]1[C:14](=[O:15])[C:13]([S:16][CH3:17])=[C:12]([N+:18]([O-])=O)[CH:11]=[N:10]1)([CH3:8])([CH3:7])[CH3:6]>C(OCC)(=O)C>[NH2:18][C:12]1[CH:11]=[N:10][N:9]([C:5]([CH3:6])([CH3:7])[CH3:8])[C:14](=[O:15])[C:13]=1[S:16][CH3:17]. Procedure details: Into 10 ml of an acetic acid solution of 1.45 g of 2-tert-butyl-4-methylthio-5-nitropyridazin-3-(2H)-one, 1.33 g of reduced iron was gradually added in a few times over a period of 10 minutes with stirring at 65° C. During the addition, the temperature of the system was maintained from 65° to 75° C. After completion of the addition, the mixture was stirred at a temperature of from 65° to 70° C. for one hour and then left to cool. 100 ml of ethyl acetate was added thereto, and the mixture was fil... The reactants are CCO, Cl, [N-]=[N+]=NCC(=O)c1ccc(F)cc1. Yields the product Cl, NCC(=O)c1ccc(F)cc1. RXN SMILES: [CH3:15][CH2:16][OH:17].[ClH:14].[N:1](=[N+:2]=[N-:3])[CH2:4][C:5](=[O:6])[c:7]1[cH:8][cH:9][c:10]([F:13])[cH:11][cH:12]1>>[ClH:14].[NH2:1][CH2:4][C:5](=[O:6])[c:7]1[cH:8][cH:9][c:10]([F:13])[cH:11][cH:12]1. The reactants are C(=O)(C(F)(F)F)O.C(Cl)Cl (TFA DCM), FC1=CC(=C2C=CNC2=C1)C=1N=C(C2=C(N1)C=C(S2)CN2CCN1[C@H](C2)CCC1)N1CCOCC1 (2-(6-fluoro-1H-indol-4-yl)-6-[(S)-1-(hexahydro-pyrrolo[1,2-d]pyrazin-2-yl)methyl]-4-morpholin-4-yl-thieno-[3,2-d]pyrimidine), C(C)(C)(C)OC(=O)N1CC2CNCC2C1 (hexahydro-pyrrolo[3,4-c]pyrrole-2-carboxylic acid tert-butyl ester). The product is FC1=CC(=C2C=CNC2=C1)C=1N=C(C2=C(N1)C=C(S2)CN2CC1CNCC1C2)N2CCOCC2 (2-(6-Fluoro-1H-indol-4-yl)-6-(hexahydro-pyrrolo[3,4-c]pyrrol-2-ylmethyl)-4-morpholin-4-yl-thieno[3,2-d]pyrimidine), solid. The yield is 47.0%. Reaction SMILES: [F:1][C:2]1[CH:10]=[C:9]2[C:5]([CH:6]=[CH:7][NH:8]2)=[C:4]([C:11]2[N:12]=[C:13]([N:30]3[CH2:35][CH2:34][O:33][CH2:32][CH2:31]3)[C:14]3[S:19][C:18]([CH2:20][N:21]4[CH2:26][C@@H]5CCCN5C[CH2:22]4)=[CH:17][C:15]=3[N:16]=2)[CH:3]=1.C(OC([N:43]1[CH2:50][CH:49]2[CH:45](CNC2)[CH2:44]1)=O)(C)(C)C.C(O)(C(F)(F)F)=O.C(Cl)Cl>>[F:1][C:2]1[CH:10]=[C:9]2[C:5]([CH:6]=[CH:7][NH:8]2)=[C:4]([C:11]2[N:12]=[C:13]([N:30]3[CH2:35][CH2:34][O:33][CH2:32][CH2:31]3)[C:14]3[S:19][C:18]([CH2:20][N:21]4[CH2:22][CH:49]5[CH:45]([CH2:44][NH:43][CH2:50]5)[CH2:26]4)=[CH:17][C:15]=3[N:16]=2)[CH:3]=1 |f:2.3|. Procedure details: Prepared according to the method used in the preparation of 2-(6-fluoro-1H-indol-4-yl)-6-[(S)-1-(hexahydro-pyrrolo[1,2-d]pyrazin-2-yl)methyl]-4-morpholin-4-yl-thieno-[3,2-d]pyrimidine using hexahydro-pyrrolo[3,4-c]pyrrole-2-carboxylic acid tert-butyl ester in place of (S)-octahydro-pyrrolo[1,2-a]pyrazine, followed by BOC-deprotection using TFA:DCM (1:1). The title compound was obtained as a white solid (34 mg, 47%). Reactants: C(#N)C1=CC=C(C(=O)N)C=C1 (4-cyanobenzamide), C(C)OC(N(C)C)OCC (N,N-dimethylformamide diethyl acetal). Conditions: temperature 120 celsius, time 70 minute. The product is C(#N)C1=CC=C(C(=O)/N=C/N(C)C)C=C1 (4-cyano-N-[(1E)-(dimethylamino)methylidene]benzamide). The yield is 96.1%. RXN SMILES: [C:1]([C:3]1[CH:11]=[CH:10][C:6]([C:7]([NH2:9])=[O:8])=[CH:5][CH:4]=1)#[N:2].C(O[CH:15](OCC)[N:16]([CH3:18])[CH3:17])C>>[C:1]([C:3]1[CH:11]=[CH:10][C:6]([C:7](/[N:9]=[CH:15]/[N:16]([CH3:18])[CH3:17])=[O:8])=[CH:5][CH:4]=1)#[N:2]. Procedure: 4-cyanobenzamide (327.0 mg, 2.237 mmol) and N,N-dimethylformamide diethyl acetal (0.53 ml, 3.09 mmol) were combined and heated to 120° C. A short path distillation apparatus was used to collect the ethanol that was liberated during the reaction. The reaction mixture was a dark purple solution that slowly turned lighter until it had become an amber solution. After 70 minutes, the reaction mixture solidified. The reaction mixture was cooled to room temperature and was placed under high vacuum over...